Task: describe an organic reaction: reactants, conditions, products, and yield. Dataset: the Open Reaction Database (ORD), a public repository of structured organic reaction records Reactants: CC(C)(SCl)C (1,1-dimethylethane sulfenyl chloride), N1C(NC(C1=O)=O)=O.[Na] (sodium imidazolidinetrione). Procedure: 1-(t-Butylthio)imidazolidinetrione is prepared by adding a solution of 1,1-dimethylethane sulfenyl chloride (0.1 mole) to a stirred slurry of sodium imidazolidinetrione (0.1 mole). 1-(t-Butylthio)imidazolidinetrione, m.p. 150.5°-152° C. recrystallized from toluene, is recovered. The product is C(C)(C)(C)SN1C(NC(C1=O)=O)=O (1-(t-Butylthio)imidazolidinetrione). RXN SMILES: [CH3:1][C:2]([CH3:6])([S:4]Cl)[CH3:3].[NH:7]1[C:11](=[O:12])[C:10](=[O:13])[NH:9][C:8]1=[O:14].[Na]>>[C:2]([S:4][N:7]1[C:11](=[O:12])[C:10](=[O:13])[NH:9][C:8]1=[O:14])([CH3:6])([CH3:3])[CH3:1] |f:1.2,^1:14|. The reactants are C1=CC=C(C=C1)P(C2=CC=CC=C2)C3=C(C4=CC=CC=C4C=C3)C5=C(C=CC6=CC=CC=C65)P(C7=CC=CC=C7)C8=CC=CC=C8 ((S)-BINAP), CC1C(C(CC1)=CN(C1=CC=CC=C1)C)=O (2-methyl-5-(N-methyl-anilinomethylene)-cyclopentanone), BrC=1C=C(C#N)C=CC1 (3-Bromobenzonitrile), CC(C)([O-])C.[Na+] (sodium t-butoxide). The reagents and catalysts are C(C)(=O)[O-].[Pd+2].C(C)(=O)[O-] (palladium acetate). Run in C1(=CC=CC=C1)C (Toluene). Conditions: time 1 minute. The product is C(#N)C=1C=C(C=CC1)C1(C(C(CC1)=CN(C1=CC=CC=C1)C)=O)C (2-(3-cyanophenyl)-2-methyl-5-(N-methyl-anilinomethylene)-cyclopentanone). The yield is 49.3%. As a reaction SMILES: C1C=CC(P(C2C=CC3C(=CC=CC=3)C=2C2C3C(=CC=CC=3)C=CC=2P(C2C=CC=CC=2)C2C=CC=CC=2)C2C=CC=CC=2)=CC=1.[CH3:47][CH:48]1[CH2:52][CH2:51][C:50](=[CH:53][N:54]([CH3:61])[C:55]2[CH:60]=[CH:59][CH:58]=[CH:57][CH:56]=2)[C:49]1=[O:62].Br[C:64]1[CH:65]=[C:66]([CH:69]=[CH:70][CH:71]=1)[C:67]#[N:68].CC(C)([O-])C.[Na+]>C([O-])(=O)C.[Pd+2].C([O-])(=O)C.C1(C)C=CC=CC=1>[C:67]([C:66]1[CH:65]=[C:64]([C:48]2([CH3:47])[CH2:52][CH2:51][C:50](=[CH:53][N:54]([CH3:61])[C:55]3[CH:60]=[CH:59][CH:58]=[CH:57][CH:56]=3)[C:49]2=[O:62])[CH:71]=[CH:70][CH:69]=1)#[N:68] |f:3.4,5.6.7|. Procedure details: An oven dried Schlenk tube equipped with a rubber septum was cooled under an argon purge. The septum was removed and the tube was charged with palladium acetate (11.2 mg, 0.05 mmol, 10 mol % Pd), (S)-BINAP (46.6 mg, 0.075 mmol, 15 mol %) and 2-methyl-5-(N-methyl-anilinomethylene)-cyclopentanone (108 mg, 0.5 mmol). Toluene (2 mL) was added and the mixture was stirred for 1 min at room temperature. 3-Bromobenzonitrile (182 mg, 1.0 mmol) and sodium t-butoxide (96 mg, 1.0 mmol) were added to the tub... Starting materials: C([O-])([O-])=O.[Na+].[Na+] (sodium carbonate), C(C)(=O)OCC (ethyl acetate), Cl.Cl.NCCNC1=NNC2=NC=NC(=C21)NC2=CC(=CC=C2)Cl (3-(2-aminoethylamino)-4-(3-chloro-phenylamino)-1H-pyrazolo[3,4-d]pyrimidine dihydrochloride). The solvent is O (water). Yields the product NCCNC1=NNC2=NC=NC(=C21)NC2=CC(=CC=C2)Cl (3-(2-amino-ethylamino)-4-(3-chloro-phenylamino)-1H-pyrazolo[3,4-d]pyrimidine). RXN SMILES: C(=O)([O-])[O-].[Na+].[Na+].C(OCC)(=O)C.Cl.Cl.[NH2:15][CH2:16][CH2:17][NH:18][C:19]1[C:27]2[C:22](=[N:23][CH:24]=[N:25][C:26]=2[NH:28][C:29]2[CH:34]=[CH:33][CH:32]=[C:31]([Cl:35])[CH:30]=2)[NH:21][N:20]=1>O>[NH2:15][CH2:16][CH2:17][NH:18][C:19]1[C:27]2[C:22](=[N:23][CH:24]=[N:25][C:26]=2[NH:28][C:29]2[CH:34]=[CH:33][CH:32]=[C:31]([Cl:35])[CH:30]=2)[NH:21][N:20]=1 |f:0.1.2,4.5.6|. Procedure details: With intensive stirring, 35 ml of a saturated aqueous sodium carbonate solution and then 75 ml of ethyl acetate are added to a solution of 9.8 g (25.15 mmol) of 3-(2-amino-ethylamino)-4-(3-chloro-phenylamino)-1H-pyrazolo[3,4-d]pyrimidine dihydrochloride (water content: 3.31%; see Example 106) in 100 ml of water, the desired product precipitating in crystalline form. Filtration and washing the filter residue with ethyl acetate yield 3-(2-amino-ethylamino)-4-(3-chloro-phenylamino)-1H-pyrazolo[3,4-... Starting materials: CC(C#C)(C)NC(C1=C(C=C(C=C1)F)F)=O (N-(1,1-Dimethyl-2-propynyl)-2,4-difluorobenzamide), N1=CC=CC2=CC=CC=C12 (quinoline). The reagents and catalysts are [Pd].[O-]S(=O)(=O)[O-].[Ba+2] (Pd BaSO4). Run in CO (methanol). Reaction conditions: time 1.5 hour. The product is CC(C=C)(C)NC(C1=C(C=C(C=C1)F)F)=O (N-(1,1-Dimethyl-2-propenyl)-2,4-difluorobenzamide). Yield: 93.7%. As a reaction SMILES: [CH3:1][C:2]([NH:6][C:7](=[O:16])[C:8]1[CH:13]=[CH:12][C:11]([F:14])=[CH:10][C:9]=1[F:15])([CH3:5])[C:3]#[CH:4].N1C2C(=CC=CC=2)C=CC=1>CO.[Pd].[O-]S([O-])(=O)=O.[Ba+2]>[CH3:5][C:2]([NH:6][C:7](=[O:16])[C:8]1[CH:13]=[CH:12][C:11]([F:14])=[CH:10][C:9]=1[F:15])([CH3:1])[CH:3]=[CH2:4] |f:3.4.5|. Reported procedure: Five percent Pd/BaSO4 (100 mg) was added to a solution of N -(1,1-dimethyl-2-propynyl)-2,4-difluorobenzamide obtained in Example 36 (1.0 g, 4.5 mmol) and quinoline (100 mg) in methanol (20 ml), and stirred under a hydrogen atmosphere at room temperature for 1.5 hours. The catalyst was removed by filtration and the filtrate was concentrated under a reduced pressure. The residue was diluted with ethyl acetate and washed with 1N hydrochloric acid (×3), saturated aqueous NaHCO3 and brine and dried o... Reactants: C1=2C(=O)OC(NC1=CC=CC2)=O (Isatoic anhydride), COC=1C=C(N)C=CC1 (3-methoxyaniline). Run in C(Cl)Cl (methylene chloride). Reaction conditions: temperature 120 celsius. Yields the product NC1=C(C(=O)NC2=CC(=CC=C2)OC)C=CC=C1 (2-amino-N-(3-methoxyphenyl)benzamide). The yield is 80.0%. As a reaction SMILES: [C:1]12[C:7](=[CH:8][CH:9]=[CH:10][CH:11]=1)[NH:6]C(=O)[O:4][C:2]2=O.[CH3:13][O:14][C:15]1[CH:16]=[C:17]([CH:19]=[CH:20][CH:21]=1)[NH2:18]>C(Cl)Cl>[NH2:6][C:7]1[CH:8]=[CH:9][CH:10]=[CH:11][C:1]=1[C:2]([NH:18][C:17]1[CH:19]=[CH:20][CH:21]=[C:15]([O:14][CH3:13])[CH:16]=1)=[O:4]. Procedure: Isatoic anhydride (32.63 g, 200 mmol) and 3-methoxyaniline (24.63 g, 200 mmol) were combined neat and heated at 120° C. for 2 hours. The reaction product was taken up in methylene chloride and chromatographed (20% ethyl acetate/hexanes, SiO2), to provide 38.75 g (80%) of 2-amino-N-(3-methoxyphenyl)benzamide. An analytical sample was obtained by recrystallization from ethyl acetate: mp 75°-77° C. The reactants are ClC=1C=C(C=CC1F)NC1=C(C=NC2=CC(=C(C=C12)NC(C=CCBr)=O)OC)C#N (4-bromo-but-2-enoic acid[4-(3-chloro-4-fluoro-phenylamino)-3-cyano-7-methoxy-quinolin-6-yl]-amide), OCCN1CCNCC1 (4-(2-hydroxy-ethyl) piperazine). The product is ClC=1C=C(C=CC1F)NC1=C(C=NC2=CC(=C(C=C12)NC(C=CCN1CCN(CC1)CCO)=O)OC)C#N (4-[4-(2-Hydroxy-ethyl)-piperazin-1-yl]-but-2-enoic Acid[4-(3-chloro-4-fluoro-phenylamino)-3-cyano-7-methoxy-quinolin-6-yl]-amide). RXN SMILES: [Cl:1][C:2]1[CH:3]=[C:4]([NH:9][C:10]2[C:19]3[C:14](=[CH:15][C:16]([O:27][CH3:28])=[C:17]([NH:20][C:21](=[O:26])[CH:22]=[CH:23][CH2:24]Br)[CH:18]=3)[N:13]=[CH:12][C:11]=2[C:29]#[N:30])[CH:5]=[CH:6][C:7]=1[F:8].[OH:31][CH2:32][CH2:33][N:34]1[CH2:39][CH2:38][NH:37][CH2:36][CH2:35]1>>[Cl:1][C:2]1[CH:3]=[C:4]([NH:9][C:10]2[C:19]3[C:14](=[CH:15][C:16]([O:27][CH3:28])=[C:17]([NH:20][C:21](=[O:26])[CH:22]=[CH:23][CH2:24][N:37]4[CH2:38][CH2:39][N:34]([CH2:33][CH2:32][OH:31])[CH2:35][CH2:36]4)[CH:18]=3)[N:13]=[CH:12][C:11]=2[C:29]#[N:30])[CH:5]=[CH:6][C:7]=1[F:8]. Procedure details: In the mamner of Example 103, 4-bromo-but-2-enoic acid[4-(3-chloro-4-fluoro-phenylamino)-3-cyano-7-methoxy-quinolin-6-yl]-amide and 4-(2-hydroxy-ethyl) piperazine was converted to 32.3 mg of the title compound (free base) and mass spectrum (electrospray, m/e): M+H 539.1, 42.2 mg of the title compound as the bis-trifluoroacetate salt); mass spectrum (electrospray, m/e): M+H 539.1.